This data is from the Open Reaction Database (ORD), a public repository of structured organic reaction records. The task is: describe an organic reaction: reactants, conditions, products, and yield Starting materials: C(CC)C1CC=C(CC1)C1=CC=C(C=C1)C#C (4-(4-propylcyclohexenyl)phenylacetylene), C(CC)C1CCC(CC1)C1=CC=C(C=C1)C#C (4-(4-propylcyclohexyl)phenylacetylene). Product: C(CC)C1CC=C(CC1)C1(CC=CC=C1)C#CC1=CC=C(C=C1)\C=C\CCC (1-(4-propylcyclohexenyl)phenyl-2-[4-(1-trans-pentenyl)phenyl]acetylene). The yield is 72.0%. As a reaction SMILES: [CH2:1]([CH:4]1[CH2:9][CH2:8][C:7]([C:10]2[CH:15]=[CH:14][C:13]([C:16]#[CH:17])=[CH:12][CH:11]=2)=[CH:6][CH2:5]1)[CH2:2][CH3:3].C([CH:21]1[CH2:26][CH2:25][CH:24]([C:27]2C=[CH:31][C:30](C#C)=[CH:29][CH:28]=2)[CH2:23][CH2:22]1)CC>>[CH2:1]([CH:4]1[CH2:9][CH2:8][C:7]([C:10]2([C:11]#[C:12][C:21]3[CH:22]=[CH:23][C:24](/[CH:27]=[CH:28]/[CH2:29][CH2:30][CH3:31])=[CH:25][CH:26]=3)[CH:17]=[CH:16][CH:13]=[CH:14][CH2:15]2)=[CH:6][CH2:5]1)[CH2:2][CH3:3]. Reported procedure: In the same manner as in Example 17 except that 4-(4-propylcyclohexenyl)phenylacetylene, (3.4 g, 0.015 moll was used in place of 4-(4-propylcyclohexyl)phenylacetylene, the reaction was carried out to obtain 1-(4-propylcyclohexenyl)phenyl-2-[4-(1-trans-pentenyl)phenyl]acetylene (2.7 g). Yield: 72%. Starting materials: BrC1=NN2C(C=CC(=C2)C(=O)OC)=N1 (methyl 2-bromo-[1,2,4]triazolo[1,5-a]pyridine-6-carboxylate), CC(C)C[AlH]CC(C)C (DIBAL-H). The solvent is C(Cl)Cl (DCM). Reaction conditions: time 1 hour. Yields the product BrC1=NN2C(C=CC(=C2)CO)=N1 ((2-Bromo-[1,2,4]triazolo[1,5-a]pyridin-6-yl)methanol). Isolated yield 56.2%. As a reaction SMILES: [Br:1][C:2]1[N:14]=[C:5]2[CH:6]=[CH:7][C:8]([C:10](OC)=[O:11])=[CH:9][N:4]2[N:3]=1.CC(C[AlH]CC(C)C)C>C(Cl)Cl>[Br:1][C:2]1[N:14]=[C:5]2[CH:6]=[CH:7][C:8]([CH2:10][OH:11])=[CH:9][N:4]2[N:3]=1. Procedure: To a solution of methyl 2-bromo-[1,2,4]triazolo[1,5-a]pyridine-6-carboxylate (3.0 g, 11.7 mmol) in DCM, is added DIBAL-H (3 equivalents) drop wise at −78° C. and the reaction mixture is warmed to room temperature and stirred for 1 hour. The reaction mixture is quenched with saturated ammonium chloride solution (20 mL) and extracted with DCM (2×50 mL). The combined organic extracts are dried over sodium sulphate, and evaporated. The crude material is triturated with n-pentane to give the title co... Reactants: C, CO, [H][H], O=C1NCc2ccc([N+](=O)[O-])cc2CN1, [Pd]. Yields the product Nc1ccc2c(c1)CNC(=O)NC2. Reaction SMILES: [C:20].[CH3:18][OH:19].[H:16][H:17].[N+:1]([O-:2])(=[O:3])[c:4]1[cH:5][c:6]2[c:7]([cH:14][cH:15]1)[CH2:8][NH:9][C:10](=[O:13])[NH:11][CH2:12]2.[Pd:21]>>[NH2:1][c:4]1[cH:5][c:6]2[c:7]([cH:14][cH:15]1)[CH2:8][NH:9][C:10](=[O:13])[NH:11][CH2:12]2. Starting materials: O=C1CCC(=O)N1Br, ClC(Cl)(Cl)Cl, Cc1nc(-c2ccccc2)c(C)o1, CC(C)(C#N)N=NC(C)(C)C#N. The product is Cc1nc(-c2ccccc2)c(CBr)o1. Reaction SMILES: [Br:14][N:15]1[C:16](=[O:17])[CH2:18][CH2:19][C:20]1=[O:21].[C:34]([Cl:35])([Cl:36])([Cl:37])[Cl:38].[CH3:1][c:2]1[o:3][c:4]([CH3:13])[c:5](-[c:7]2[cH:8][cH:9][cH:10][cH:11][cH:12]2)[n:6]1.[N:22]#[C:23][C:24]([N:25]=[N:26][C:27]([C:28]#[N:29])([CH3:30])[CH3:31])([CH3:32])[CH3:33]>>[CH3:1][c:2]1[o:3][c:4]([CH2:13][Br:14])[c:5](-[c:7]2[cH:8][cH:9][cH:10][cH:11][cH:12]2)[n:6]1. Reactants: C1CCOC1, CO, COc1cc([N+](=O)[O-])c(C=O)c(OC)c1OC. Product: COc1cc(N)c(C=O)c(OC)c1OC. RXN SMILES: [CH2:20]1[O:21][CH2:22][CH2:23][CH2:24]1.[CH3:18][OH:19].[N+:1]([O-:2])(=[O:3])[c:4]1[cH:5][c:6]([O:16][CH3:17])[c:7]([O:14][CH3:15])[c:8]([O:12][CH3:13])[c:9]1[CH:10]=[O:11]>>[NH2:1][c:4]1[cH:5][c:6]([O:16][CH3:17])[c:7]([O:14][CH3:15])[c:8]([O:12][CH3:13])[c:9]1[CH:10]=[O:11]. The reactants are CO, O=C(O)c1ccc(C=CCc2ccccc2)cc1, O=C(O)c1ccc(CC=Cc2ccccc2)cc1. Product: O=C(O)c1ccc(CCCc2ccccc2)cc1. As a reaction SMILES: [CH3:37][OH:38].[c:19]1([CH2:20][CH:21]=[CH:22][c:23]2[cH:24][cH:25][c:26]([C:27]([OH:28])=[O:29])[cH:30][cH:31]2)[cH:32][cH:33][cH:34][cH:35][cH:36]1.[c:1]1([CH:7]=[CH:8][CH2:9][c:10]2[cH:11][cH:12][c:13]([C:14](=[O:15])[OH:16])[cH:17][cH:18]2)[cH:2][cH:3][cH:4][cH:5][cH:6]1>>[c:1]1([CH2:7][CH2:8][CH2:9][c:10]2[cH:11][cH:12][c:13]([C:14](=[O:15])[OH:16])[cH:17][cH:18]2)[cH:2][cH:3][cH:4][cH:5][cH:6]1. The reactants are CCO, Cc1cc([N+](=O)[O-])ccc1N1CC2CC1CN2C. Yields the product Cc1cc(N)ccc1N1CC2CC1CN2C. RXN SMILES: [CH3:19][CH2:20][OH:21].[CH3:1][N:2]1[CH:3]2[CH2:4][N:5]([c:9]3[c:10]([CH3:18])[cH:11][c:12]([N+:15]([O-:16])=[O:17])[cH:13][cH:14]3)[CH:6]([CH2:7]1)[CH2:8]2>>[CH3:1][N:2]1[CH:3]2[CH2:4][N:5]([c:9]3[c:10]([CH3:18])[cH:11][c:12]([NH2:15])[cH:13][cH:14]3)[CH:6]([CH2:7]1)[CH2:8]2.